From a dataset of the Open Reaction Database (ORD), a public repository of structured organic reaction records. describe an organic reaction: reactants, conditions, products, and yield Reactants: N1=CC=CC2=CC=C3C=CC=NC3=C12 (1,10-phenanthroline), ClC1=CC=C(C=C1)C1=NNC(=C1)C1CCN(CC1)C(=O)OC(C)(C)C (tert-Butyl 4-[3-(4-chlorophenyl)-1H-pyrazol-5-yl]piperidine-1-carboxylate), BrC1=NC=CC=N1 (2-bromopyrimidine), C(=O)([O-])[O-].[Cs+].[Cs+] (Cs2CO3). Reagents/catalysts: [Cu]I (CuI). Solvent: C1(=CC=CC=C1)C (toluene). Run at time 1.5 hour. Yields the product ClC1=CC=C(C=C1)C1=NN(C(=C1)C1CCN(CC1)C(=O)OC(C)(C)C)C1=NC=CC=N1 (tert-Butyl 4-[3-(4-chlorophenyl)-1-(pyrimidin-2-yl)-1H-pyrazol-5-yl]piperidine-1-carboxylate). RXN SMILES: [Cl:1][C:2]1[CH:7]=[CH:6][C:5]([C:8]2[CH:12]=[C:11]([CH:13]3[CH2:18][CH2:17][N:16]([C:19]([O:21][C:22]([CH3:25])([CH3:24])[CH3:23])=[O:20])[CH2:15][CH2:14]3)[NH:10][N:9]=2)=[CH:4][CH:3]=1.Br[C:27]1[N:32]=[CH:31][CH:30]=[CH:29][N:28]=1.C([O-])([O-])=O.[Cs+].[Cs+].N1C2C(=CC=C3C=2N=CC=C3)C=CC=1>C1(C)C=CC=CC=1.[Cu]I>[Cl:1][C:2]1[CH:7]=[CH:6][C:5]([C:8]2[CH:12]=[C:11]([CH:13]3[CH2:18][CH2:17][N:16]([C:19]([O:21][C:22]([CH3:25])([CH3:24])[CH3:23])=[O:20])[CH2:15][CH2:14]3)[N:10]([C:27]3[N:32]=[CH:31][CH:30]=[CH:29][N:28]=3)[N:9]=2)=[CH:4][CH:3]=1 |f:2.3.4|. Reported procedure: A mixture of INTERMEDIATE 1 (3.0 g, 8.29 mol), 2-bromopyrimidine (2.9 g, 18.24 mol) and Cs2CO3 (10.8 g, 33.2 mol) in toluene (90 mL) in a pressure vessel was degassed with a stream of nitrogen. CuI (1.58 g, 8.29 mol) and 1,10-phenanthroline (2.99 g, 16.58 mol) were added. The mixture was degassed again with nitrogen, capped and heaed at 120° C. for 1.5 h. The mixture was allowed to cool to room temperature, filtered through a plug of Celite™, and washed with EtOAc. The EtOAc was evaporated under... The reactants are O=C(Cl)c1ccccc1, OCCn1c(-c2ccccc2)nc2cc(CN3CCN(C(c4ccccc4)c4ccccc4)CC3)ccc21, c1ccncc1. Product: O=C(OCCn1c(-c2ccccc2)nc2cc(CN3CCN(C(c4ccccc4)c4ccccc4)CC3)ccc21)c1ccccc1. As a reaction SMILES: [C:39]([c:40]1[cH:41][cH:42][cH:43][cH:44][cH:45]1)(=[O:46])[Cl:47].[c:1]1([CH:7]([N:8]2[CH2:9][CH2:10][N:11]([CH2:14][c:15]3[cH:16][c:17]4[c:18]([n:19]([CH2:28][CH2:29][OH:30])[c:20](-[c:22]5[cH:23][cH:24][cH:25][cH:26][cH:27]5)[n:21]4)[cH:31][cH:32]3)[CH2:12][CH2:13]2)[c:33]2[cH:34][cH:35][cH:36][cH:37][cH:38]2)[cH:2][cH:3][cH:4][cH:5][cH:6]1.[cH:48]1[cH:49][cH:50][n:51][cH:52][cH:53]1>>[c:1]1([CH:7]([N:8]2[CH2:9][CH2:10][N:11]([CH2:14][c:15]3[cH:16][c:17]4[c:18]([n:19]([CH2:28][CH2:29][O:30][C:39]([c:40]5[cH:41][cH:42][cH:43][cH:44][cH:45]5)=[O:46])[c:20](-[c:22]5[cH:23][cH:24][cH:25][cH:26][cH:27]5)[n:21]4)[cH:31][cH:32]3)[CH2:12][CH2:13]2)[c:33]2[cH:34][cH:35][cH:36][cH:37][cH:38]2)[cH:2][cH:3][cH:4][cH:5][cH:6]1. Starting materials: C1(=CC=CC=C1)C(C#N)CC (2-phenylbutyronitrile), ClC1=CC(=CC=C1)C(=O)OO (m-chloroperbenzoic acid). Product: C(C)C(C#N)(CC1OC1)C1=CC=CC=C1 (α-ethyl-α-phenyloxiranepropanenitrile). Reaction SMILES: [C:1]1([CH:7]([CH2:10][CH3:11])[C:8]#[N:9])[CH:6]=[CH:5][CH:4]=[CH:3][CH:2]=1.ClC1C=CC=[C:15]([C:19]([O:21]O)=O)[CH:14]=1>>[CH2:10]([C:7]([C:1]1[CH:6]=[CH:5][CH:4]=[CH:3][CH:2]=1)([CH2:14][CH:15]1[CH2:19][O:21]1)[C:8]#[N:9])[CH3:11]. Procedure details: The title compound was prepared by the methods described in Examples 2 and 3 except that 2-phenylbutyronitrile was used instead of methyl 2-phenylbutyrate and complete epoxidation required adding a second quantity of m-chloroperbenzoic acid. The resultant light-yellow oil was used in subsequent reactions without furher purification. Starting materials: NC=1NC(=C(N1)C#N)C#N (2-AMINO-4,5-DICYANOIMIDAZOLE), ClC(=O)OCC (ETHYL CHLOROFORMATE). Run in CC(=O)C (ACETON), C([O-])([O-])=O.[K+].[K+] (POTASSIUM CARBONATE). The product is NC=1N(C(=C(N1)C#N)C#N)C(=O)OCC (2-amino-1-ethoxycarbonyl-4,5-dicyanoimidazole). Reaction SMILES: [NH2:1][C:2]1[NH:3][C:4]([C:9]#[N:10])=[C:5]([C:7]#[N:8])[N:6]=1.Cl[C:12]([O:14][CH2:15][CH3:16])=[O:13]>CC(C)=O.C(=O)([O-])[O-].[K+].[K+]>[NH2:1][C:2]1[N:3]([C:12]([O:14][CH2:15][CH3:16])=[O:13])[C:4]([C:9]#[N:10])=[C:5]([C:7]#[N:8])[N:6]=1 |f:3.4.5|. Reported procedure: 1.33 G OF 2-AMINO-4,5-DICYANOIMIDAZOLE WAS DISSOLVED IN 10 ML OF SUSPENSION OF ACETON CONTAINING 0.7 G OF ANHYDROUS POTASSIUM CARBONATE AND THEN 1.1 G OF ETHYL CHLOROFORMATE WAS ADDED DROPWISE TO THE SOLUTION AT A ROOM TEMPERATURE. The reactants are [Al+3], S=C=S, CC(=O)Cl, CC1(C)CCSc2ccccc21, [Cl-], [Cl-], [Cl-], O. Product: CC(=O)c1ccc2c(c1)C(C)(C)CCS2. RXN SMILES: [Al+3:18].[C:22](=[S:23])=[S:24].[CH3:13][C:14]([Cl:15])=[O:16].[CH3:1][C:2]1([CH3:12])[CH2:3][CH2:4][S:5][c:6]2[cH:7][cH:8][cH:9][cH:10][c:11]21.[Cl-:17].[Cl-:19].[Cl-:20].[OH2:21]>>[CH3:1][C:2]1([CH3:12])[CH2:3][CH2:4][S:5][c:6]2[cH:7][cH:8][c:9]([C:14]([CH3:13])=[O:16])[cH:10][c:11]21.